From a dataset of the Open Reaction Database (ORD), a public repository of structured organic reaction records. describe an organic reaction: reactants, conditions, products, and yield Reactants: O (Water), C(C)OCC=1N(C2=C(C=NC=3C=CC=CC23)N1)CC1(CC1)O (1-{[2-(ethoxymethyl)-1H-imidazo[4,5-c]quinolin-1-yl]methyl}cyclopropanol), C(=C)S(=O)(=O)C (methyl vinyl sulfone), [H-].[Na+] (Sodium hydride). The solvent is [Cl-].[Na+].O (brine), CN(C)C=O (DMF). Run at time 1 hour. Product: C(C)OCC=1N(C2=C(C=NC=3C=CC=CC23)N1)CC1(CC1)OCCS(=O)(=O)C (2-(ethoxymethyl)-1-({1-[2-(methylsulfonyl)ethoxy]cyclopropyl}methyl)-1H-imidazo[4,5-c]quinoline). The yield is 71.5%. RXN SMILES: [CH2:1]([O:3][CH2:4][C:5]1[N:6]([CH2:18][C:19]2([OH:22])[CH2:21][CH2:20]2)[C:7]2[C:16]3[CH:15]=[CH:14][CH:13]=[CH:12][C:11]=3[N:10]=[CH:9][C:8]=2[N:17]=1)[CH3:2].[CH:23]([S:25]([CH3:28])(=[O:27])=[O:26])=[CH2:24].[H-].[Na+].O>CN(C=O)C.[Cl-].[Na+].O>[CH2:1]([O:3][CH2:4][C:5]1[N:6]([CH2:18][C:19]2([O:22][CH2:24][CH2:23][S:25]([CH3:28])(=[O:27])=[O:26])[CH2:21][CH2:20]2)[C:7]2[C:16]3[CH:15]=[CH:14][CH:13]=[CH:12][C:11]=3[N:10]=[CH:9][C:8]=2[N:17]=1)[CH3:2] |f:2.3,6.7.8|. Reported procedure: A heterogeneous mixture of 1-{[2-(ethoxymethyl)-1H-imidazo[4,5-c]quinolin-1-yl]methyl}cyclopropanol (0.76 g, 2.6 mmol) and methyl vinyl sulfone (0.54 g, 5.11 mmol) in DMF (10 mL) was heated until a solution formed. Sodium hydride (60% dispersion in oil, 10 mg, 0.26 mmol) was added and the reaction mixture was stirred at room temperature for 1 hour. Water (50 mL) and a small amount of brine were added and the mixture was extracted with ethyl acetate (3×50 mL). The organic layers were combined, wa... Starting materials: O=C([O-])[O-], CCCCBr, CN(C)C=O, CCCn1c(=O)cc(Cl)[nH]c1=O, [I-], [K+], [K+], [K+]. Product: CCCCn1c(Cl)cc(=O)n(CCC)c1=O. Reaction SMILES: [C:18](=[O:19])([O-:20])[O-:21].[CH2:13]([CH2:14][CH2:15][CH3:16])[Br:17].[CH3:26][N:27]([CH3:28])[CH:29]=[O:30].[Cl:1][c:2]1[cH:3][c:4](=[O:12])[n:5]([CH2:9][CH2:10][CH3:11])[c:6](=[O:8])[nH:7]1.[I-:25].[K+:22].[K+:23].[K+:24]>>[Cl:1][c:2]1[cH:3][c:4](=[O:12])[n:5]([CH2:9][CH2:10][CH3:11])[c:6](=[O:8])[n:7]1[CH2:13][CH2:14][CH2:15][CH3:16]. Reactants: ClC=1N=NC(=CC1)OCC=1C(=NOC1C)C1=CC=CC=C1 (3-chloro-6-(5-methyl-3-phenyl-isoxazol-4-ylmethoxy)-pyridazine), C([O-])([O-])=O.[Na+].[Na+] (sodium carbonate), C(C)O (ethanol). The reagents and catalysts are C1(=CC=CC=C1)P([C-]1C=CC=C1)C1=CC=CC=C1.[C-]1(C=CC=C1)P(C1=CC=CC=C1)C1=CC=CC=C1.[Fe+2] (1,1′-bis(diphenylphosphino)ferrocene), C(C)(=O)[O-].[Pd+2].C(C)(=O)[O-] (palladium(II) acetate). Reaction conditions: temperature 50 celsius, time 1 hour. The product is C(C)OC(=O)C=1N=NC(=CC1)OCC=1C(=NOC1C)C1=CC=CC=C1 (6-(5-Methyl-3-phenyl-isoxazol-4-ylmethoxy)-pyridazine-3-carboxylic acid ethyl ester). Isolated yield 87.0%. Reaction SMILES: Cl[C:2]1[N:3]=[N:4][C:5]([O:8][CH2:9][C:10]2[C:11]([C:16]3[CH:21]=[CH:20][CH:19]=[CH:18][CH:17]=3)=[N:12][O:13][C:14]=2[CH3:15])=[CH:6][CH:7]=1.[C:22](=[O:25])([O-])[O-:23].[Na+].[Na+].[CH2:28](O)[CH3:29]>C1(P(C2C=CC=CC=2)[C-]2C=CC=C2)C=CC=CC=1.[C-]1(P(C2C=CC=CC=2)C2C=CC=CC=2)C=CC=C1.[Fe+2].C([O-])(=O)C.[Pd+2].C([O-])(=O)C>[CH2:28]([O:23][C:22]([C:2]1[N:3]=[N:4][C:5]([O:8][CH2:9][C:10]2[C:11]([C:16]3[CH:21]=[CH:20][CH:19]=[CH:18][CH:17]=3)=[N:12][O:13][C:14]=2[CH3:15])=[CH:6][CH:7]=1)=[O:25])[CH3:29] |f:1.2.3,5.6.7,8.9.10|. Reported procedure: To a solution of 3-chloro-6-(5-methyl-3-phenyl-isoxazol-4-ylmethoxy)-pyridazine (200 mg, 0.66 mmol) in ethanol (3 mL) was added sodium carbonate (70 mg, 0.66 mmol), 1,1′-bis(diphenylphosphino)ferrocene (37 mg, 0.06 mmol) and palladium(II) acetate (15 mg, 0.06 mmol). The resulting mixture was stirred at 50° C. for 1 h under a carbon monoxide atmosphere. After cooling to room temperature it was filtered through Celite® and concentrated. Purification by chromatography (SiO2, heptane:ethyl acetate=1... Reactants: C(Cl)Cl (CH2Cl2), C([O-])([O-])=O.[Cs+].[Cs+] (cesium carbonate), CC1(C(=C/C(/O1)=C/1\C(NC2=CC(=CC=C12)I)=O)N1CCOCC1)C ((3E)-3-(5,5-dimethyl-4-morpholin-4-ylfuran-2(5H)-ylidene)-6-iodo-1,3-dihydro-2H-indol-2-one), C(C=1C(S)=CC=CC1)(=O)OC (methyl thiosalicylate). Reagents/catalysts: C1=CC=C(C=C1)P([C-]2C=CC=C2)C3=CC=CC=C3.C1=CC=C(C=C1)P([C-]2C=CC=C2)C3=CC=CC=C3.Cl[Pd]Cl.[Fe+2] (PdCl2(dppf)). The solvent is CN(C)C=O (DMF). Run at temperature 90 celsius. The product is CC1(C(=C/C(/O1)=C/1\C(NC2=CC(=CC=C12)SC1=C(C(=O)OC)C=CC=C1)=O)N1CCOCC1)C (methyl 2-{[(3E)-3-(5,5-dimethyl-4-morpholin-4-ylfuran-2(5H)-ylidene)-2-oxo-2,3-dihydro-1H-indol-6-yl]thio}benzoate). As a reaction SMILES: [CH3:1][C:2]1([CH3:24])[O:6]/[C:5](=[C:7]2/[C:8](=[O:17])[NH:9][C:10]3[C:15]/2=[CH:14][CH:13]=[C:12](I)[CH:11]=3)/[CH:4]=[C:3]1[N:18]1[CH2:23][CH2:22][O:21][CH2:20][CH2:19]1.[C:25]([O:34][CH3:35])(=[O:33])[C:26]1[C:27](=[CH:29][CH:30]=[CH:31][CH:32]=1)[SH:28].C(Cl)Cl.C(=O)([O-])[O-].[Cs+].[Cs+]>C1C=CC(P(C2C=CC=CC=2)[C-]2C=CC=C2)=CC=1.C1C=CC(P(C2C=CC=CC=2)[C-]2C=CC=C2)=CC=1.Cl[Pd]Cl.[Fe+2].CN(C=O)C>[CH3:1][C:2]1([CH3:24])[O:6]/[C:5](=[C:7]2/[C:8](=[O:17])[NH:9][C:10]3[C:15]/2=[CH:14][CH:13]=[C:12]([S:28][C:27]2[CH:29]=[CH:30][CH:31]=[CH:32][C:26]=2[C:25]([O:34][CH3:35])=[O:33])[CH:11]=3)/[CH:4]=[C:3]1[N:18]1[CH2:23][CH2:22][O:21][CH2:20][CH2:19]1 |f:3.4.5,6.7.8.9|. Procedure details: A 25 mL reaction vessel was charged with (3E)-3-(5,5-dimethyl-4-morpholin-4-ylfuran-2(5H)-ylidene)-6-iodo-1,3-dihydro-2H-indol-2-one (100 mg, 0.23 mmol), methyl thiosalicylate (77 mg, 0.46 mmol), PdCl2(dppf). CH2Cl2 (19 mg, 0.023 mmol), cesium carbonate (225 mg, 0.69 mmol) and 8 mL of anhydrous DMF. The mixture was purged with nitrogen and heated in 90° C. bath for 2.5 hours. The mixture was cooled to room temperature, diluted with 50 mL of water and extracted with EtOAc (3×50 mL). The organic l... Reactants: CCOC(=O)c1cnc2n(c1=O)C(C)CCC2Br, CNc1ccccc1, CCO. Yields the product CCOC(=O)c1cnc2n(c1=O)C(C)CC=C2N(C)c1ccccc1. As a reaction SMILES: [CH2:1]([CH3:2])[O:3][C:4](=[O:5])[c:6]1[cH:7][n:8][c:9]2[n:10]([c:11]1=[O:12])[CH:13]([CH3:18])[CH2:14][CH2:15][CH:16]2[Br:17].[CH3:19][NH:20][c:21]1[cH:22][cH:23][cH:24][cH:25][cH:26]1.[CH3:27][CH2:28][OH:29]>>[CH2:1]([CH3:2])[O:3][C:4](=[O:5])[c:6]1[cH:7][n:8][c:9]2[n:10]([c:11]1=[O:12])[CH:13]([CH3:18])[CH2:14][CH:15]=[C:16]2[N:20]([CH3:19])[c:21]1[cH:22][cH:23][cH:24][cH:25][cH:26]1. Reactants: C(C1=CC=CC=C1)(=O)C1=CC=C(CN2C3=NC=NC(=C3N=C2)N)C=C1 (9-(4-Benzoylbenzyl)-9H-adenine), ClC1=C2NC=NC2=NC=N1 (6-chloropurine), C(C1=CC=CC=C1)(=O)C1=CC=C(CCl)C=C1 (4-benzoyl-benzyl chloride), C(=O)([O-])[O-].[K+].[K+] (K2CO3). Solvent: CN(C)C=O (DMF), O (water). Run at time 8 hour. The product is C(C1=CC=CC=C1)(=O)C1=CC=C(CN2C3=NC=NC(=C3N=C2)Cl)C=C1 (9-(4-benzoylbenzyl)-6-chloro-9H-purine). Yield: 41.0%. As a reaction SMILES: [C:1]([C:9]1[CH:25]=[CH:24][C:12]([CH2:13][N:14]2[CH:22]=[N:21][C:20]3[C:15]2=[N:16][CH:17]=[N:18][C:19]=3N)=[CH:11][CH:10]=1)(=[O:8])[C:2]1[CH:7]=[CH:6][CH:5]=[CH:4][CH:3]=1.[Cl:26]C1N=CN=C2C=1NC=N2.C(C1C=CC(CCl)=CC=1)(=O)C1C=CC=CC=1.C([O-])([O-])=O.[K+].[K+]>CN(C=O)C.O>[C:1]([C:9]1[CH:25]=[CH:24][C:12]([CH2:13][N:14]2[CH:22]=[N:21][C:20]3[C:15]2=[N:16][CH:17]=[N:18][C:19]=3[Cl:26])=[CH:11][CH:10]=1)(=[O:8])[C:2]1[CH:7]=[CH:6][CH:5]=[CH:4][CH:3]=1 |f:3.4.5|. Reported procedure: The synthesis of 9'-(4-benzoylbenzyl)-9H-adenine (20) was achieved by the following procedure (Scheme 9). A mixture of 6-chloropurine (3.09 g, 20 mmol), 4-benzoyl-benzyl chloride (6.05 g, 22 mmol) and K2CO3 (3.04 g, 22 mmol) in DMF (50 ml) was stirred overnight at rt, diluted with water (400 ml), and extracted with EtOAc (3×100 ml) (Scheme 9)52. The combined organic layers were washed with water and brine, dried over MgSO4, concentrated in vacuo, and subjected to flash-chromatography on silica g...